From a dataset of the Open Reaction Database (ORD), a public repository of structured organic reaction records. describe an organic reaction: reactants, conditions, products, and yield Starting materials: ClC=1C=C(C=C2CCC(NC12)=O)S (8-chloro-6-mercapto-1,2,3,4-tetrahydroquinolin-2-one), O[C@]1(C[C@@H](OCC1)C)C1=CC(=CC=C1)I ((2S,4R)-4-hydroxy-4-(3-iodophenyl)-2-methyltetrahydropyran). The product is ClC=1C=C(C=C2CCC(NC12)=O)SC=1C=C(C=CC1)[C@@]1(C[C@@H](OCC1)C)O ((2S,4R)-4-[3-(8-chloro-2-oxo-1,2,3,4-tetrahydroquinolin-6-ylthio)phenyl]-4-hydroxy-2-methyltetrahydropyran). The yield is 69.0%. Reaction SMILES: [Cl:1][C:2]1[CH:3]=[C:4]([SH:13])[CH:5]=[C:6]2[C:11]=1[NH:10][C:9](=[O:12])[CH2:8][CH2:7]2.[OH:14][C@:15]1([C:22]2[CH:27]=[CH:26][CH:25]=[C:24](I)[CH:23]=2)[CH2:20][CH2:19][O:18][C@@H:17]([CH3:21])[CH2:16]1>>[Cl:1][C:2]1[CH:3]=[C:4]([S:13][C:26]2[CH:27]=[C:22]([C@@:15]3([OH:14])[CH2:20][CH2:19][O:18][C@@H:17]([CH3:21])[CH2:16]3)[CH:23]=[CH:24][CH:25]=2)[CH:5]=[C:6]2[C:11]=1[NH:10][C:9](=[O:12])[CH2:8][CH2:7]2. Procedure details: Using an analogous procedure to that described in Example 6, 8-chloro-6-mercapto-1,2,3,4-tetrahydroquinolin-2-one was reacted with (2S,4R)-4-hydroxy-4-(3-iodophenyl)-2-methyltetrahydropyran to give (2S,4R)-4-[3-(8-chloro-2-oxo-1,2,3,4-tetrahydroquinolin-6-ylthio)phenyl]-4-hydroxy-2-methyltetrahydropyran in 69% yield as a gum;